From a dataset of the Open Reaction Database (ORD), a public repository of structured organic reaction records. describe an organic reaction: reactants, conditions, products, and yield Reactants: C(C)OC(C=C)=O (Ethylacrylate), C(C(=C)C)(=O)O (Methacrylic acid), C(C=C)(=O)OCCCCOC(C=C)=O (1,4-butanediol diacrylate), mixture, C(CCCCCCCCCCC)OS(=O)(=O)[O-].[Na+] (sodium dodecylsulphate), OP(=O)([O-])[O-].[K+].[K+] (K2HPO4), S(=O)(=O)([O-])OOS(=O)(=O)[O-].[NH4+].[NH4+] (ammonium persulphate), solution. The solvent is O (water). Yields the product C(C)OC(C=C)=O.C(C(=C)C)(=O)O (EA MAA). RXN SMILES: [CH2:1]([O:3][C:4](=[O:7])[CH:5]=[CH2:6])[CH3:2].[C:8]([OH:13])(=[O:12])[C:9]([CH3:11])=[CH2:10].C(OCCCCOC(=O)C=C)(=O)C=C.C(OS([O-])(=O)=O)CCCCCCCCCCC.[Na+].OP([O-])([O-])=O.[K+].[K+].S(OOS([O-])(=O)=O)([O-])(=O)=O.[NH4+].[NH4+]>O>[CH2:1]([O:3][C:4](=[O:7])[CH:5]=[CH2:6])[CH3:2].[C:8]([OH:13])(=[O:12])[C:9]([CH3:11])=[CH2:10] |f:3.4,5.6.7,8.9.10,12.13|. Procedure details: Poly(EA/MAA BDDA) microgel was prepared using seed-feed emulsion polymerisation (Macromolecules, 1994, 27, 6642). A monomer mixture containing Ethylacrylate (EA) (Aldrich, 143.5 g), Methacrylic acid (MAA) (Aldrich, 72.0 g) and 1,4-butanediol diacrylate (BDDA) (Aldrich, 2.2 g) was prepared and 12.5% of the mixture added to a pre-purged, stirred, solution of sodium dodecylsulphate (BDH, 1.75 g in 500 g of water), which had been heated to 80° C. The monomers were passed over an alumina column prior...